This data is from the Open Reaction Database (ORD), a public repository of structured organic reaction records. The task is: describe an organic reaction: reactants, conditions, products, and yield The reactants are Cc1ccc(-c2nc(N)cs2)cc1, CC#N, O, O=S(Cl)Cl, c1ccncc1, c1ccccc1, O=C(O)c1nnn[nH]1. Yields the product Cc1ccc(-c2nc(NC(=O)c3nnn[nH]3)cs2)cc1. Reaction SMILES: [CH3:19][c:20]1[cH:21][cH:22][c:23](-[c:26]2[s:27][cH:28][c:29]([NH2:31])[n:30]2)[cH:24][cH:25]1.[CH3:32][C:33]#[N:34].[OH2:41].[S:1]([Cl:2])([Cl:3])=[O:4].[cH:35]1[cH:36][cH:37][n:38][cH:39][cH:40]1.[cH:5]1[cH:6][cH:7][cH:8][cH:9][cH:10]1.[nH:11]1[n:12][n:13][n:14][c:15]1[C:16](=[O:17])[OH:18]>>[n:11]1[n:12][n:13][nH:14][c:15]1[C:16](=[O:18])[NH:31][c:29]1[cH:28][s:27][c:26](-[c:23]2[cH:22][cH:21][c:20]([CH3:19])[cH:25][cH:24]2)[n:30]1. The reactants are CN1CCC(N)CC1, CC#N, COc1cc(C(=O)O)ccc1Nc1ncc2c(n1)N(C1CCCC1)CC(F)(F)C(=O)N2C, CCN(C(C)C)C(C)C. The product is COc1cc(C(=O)NC2CCN(C)CC2)ccc1Nc1ncc2c(n1)N(C1CCCC1)CC(F)(F)C(=O)N2C. Reaction SMILES: [CH3:33][N:34]1[CH2:35][CH2:36][CH:37]([NH2:40])[CH2:38][CH2:39]1.[CH3:50][C:51]#[N:52].[CH:1]1([N:6]2[c:7]3[c:8]([cH:17][n:18][c:19]([NH:21][c:22]4[c:23]([O:31][CH3:32])[cH:24][c:25]([C:26](=[O:27])[OH:28])[cH:29][cH:30]4)[n:20]3)[N:9]([CH3:16])[C:10](=[O:15])[C:11]([F:13])([F:14])[CH2:12]2)[CH2:2][CH2:3][CH2:4][CH2:5]1.[CH:41]([N:42]([CH:43]([CH3:44])[CH3:45])[CH2:46][CH3:47])([CH3:48])[CH3:49]>>[CH:1]1([N:6]2[c:7]3[c:8]([cH:17][n:18][c:19]([NH:21][c:22]4[c:23]([O:31][CH3:32])[cH:24][c:25]([C:26](=[O:27])[NH:40][CH:37]5[CH2:36][CH2:35][N:34]([CH3:33])[CH2:39][CH2:38]5)[cH:29][cH:30]4)[n:20]3)[N:9]([CH3:16])[C:10](=[O:15])[C:11]([F:13])([F:14])[CH2:12]2)[CH2:2][CH2:3][CH2:4][CH2:5]1. Starting materials: O=C([O-])Cc1ccccc1Nc1c(Cl)cccc1Cl, Nc1c(Br)cc(C(=O)OCCCCCl)cc1CN1CCOCC1, [Na+]. Yields the product Nc1c(Br)cc(C(=O)OCCCCOC(=O)Cc2ccccc2Nc2c(Cl)cccc2Cl)cc1CN1CCOCC1. RXN SMILES: [Cl:24][c:25]1[c:26]([NH:32][c:33]2[c:34]([CH2:39][C:40](=[O:41])[O-:42])[cH:35][cH:36][cH:37][cH:38]2)[c:27]([Cl:31])[cH:28][cH:29][cH:30]1.[NH2:1][c:2]1[c:3]([Br:23])[cH:4][c:5]([C:6](=[O:7])[O:8][CH2:9][CH2:10][CH2:11][CH2:12][Cl:13])[cH:14][c:15]1[CH2:16][N:17]1[CH2:18][CH2:19][O:20][CH2:21][CH2:22]1.[Na+:43]>>[NH2:1][c:2]1[c:3]([Br:23])[cH:4][c:5]([C:6](=[O:7])[O:8][CH2:9][CH2:10][CH2:11][CH2:12][O:42][C:40]([CH2:39][c:34]2[c:33]([NH:32][c:26]3[c:25]([Cl:24])[cH:30][cH:29][cH:28][c:27]3[Cl:31])[cH:38][cH:37][cH:36][cH:35]2)=[O:41])[cH:14][c:15]1[CH2:16][N:17]1[CH2:18][CH2:19][O:20][CH2:21][CH2:22]1. The reactants are CCCCCO, Nc1nc(Cl)nc2c1ncn2Cc1ccccc1. The product is CCCCCOc1nc(N)c2ncn(Cc3ccccc3)c2n1. Reaction SMILES: [CH2:19]([CH2:20][CH2:21][CH2:22][CH3:23])[OH:24].[NH2:1][c:2]1[c:3]2[n:4][cH:5][n:6]([CH2:12][c:13]3[cH:14][cH:15][cH:16][cH:17][cH:18]3)[c:7]2[n:8][c:9]([Cl:11])[n:10]1>>[NH2:1][c:2]1[c:3]2[n:4][cH:5][n:6]([CH2:12][c:13]3[cH:14][cH:15][cH:16][cH:17][cH:18]3)[c:7]2[n:8][c:9]([O:24][CH2:19][CH2:20][CH2:21][CH2:22][CH3:23])[n:10]1. Reactants: C(C1=CC=CC=C1)(=O)NC=1C=2N=CN([C@H]3[C@H](O)C[C@@H](CO[Si](C)(C)C(C)(C)C)O3)C2N=CN1 (N6-benzoyl-5'-O-(t-butyldimethylsilyl)-3'-deoxyadenosine), Cl.CN(CCCN=C=NCC)C (1-(3-dimethylaminopropyl)-3-ethylcarbodiimide hydrochloride), ClC(C(=O)O)Cl (dichloroacetic acid). The solvent is CS(=O)C (DMSO), C1=CC=CC=C1 (benzene), ClCCl (dichloromethane). The product is C(C1=CC=CC=C1)(=O)NC=1C=2N=CN([C@H]3C(C[C@@H](CO[Si](C)(C)C(C)(C)C)O3)=O)C2N=CN1 (N6-Benzoyl-5'-O-(t-butyldimethylsilyl)-2',3'-dideoxy-2'-oxoadenosine). Yield: 79.4%. RXN SMILES: [C:1]([NH:9][C:10]1[C:11]2[N:12]=[CH:13][N:14]([C:30]=2[N:31]=[CH:32][N:33]=1)[C@@H:15]1[O:29][C@H:19]([CH2:20][O:21][Si:22]([C:25]([CH3:28])([CH3:27])[CH3:26])([CH3:24])[CH3:23])[CH2:18][C@H:16]1[OH:17])(=[O:8])[C:2]1[CH:7]=[CH:6][CH:5]=[CH:4][CH:3]=1.Cl.CN(C)CCCN=C=NCC.ClC(Cl)C(O)=O>CS(C)=O.C1C=CC=CC=1.ClCCl>[C:1]([NH:9][C:10]1[C:11]2[N:12]=[CH:13][N:14]([C:30]=2[N:31]=[CH:32][N:33]=1)[C@@H:15]1[O:29][C@H:19]([CH2:20][O:21][Si:22]([C:25]([CH3:27])([CH3:28])[CH3:26])([CH3:24])[CH3:23])[CH2:18][C:16]1=[O:17])(=[O:8])[C:2]1[CH:7]=[CH:6][CH:5]=[CH:4][CH:3]=1 |f:1.2|. Procedure details: To a stirred solution of 2.0 g (5.47 mmol) 5'-O-(t-butyldimethylsilyl)-3'-deoxyadenosine, the product of Example 13, in 11 mL of pyridine at room temperature was added 2.5 mL (21.9 mmol) of benzoyl chloride. After 2 h, 1 mL of methanol was added, the reaction mixture was diluted with ether, washed successively with water and 50% saturated aqueous sodium bicarbonated, and dried over magnesium sulfate. The organic phase was evaporated under reduced pressure and then coevaporated with several porti... Starting materials: ClC=1C(=NC=CC1N(CCCO)C)CCl (3-[(3-chloro-2-chloromethyl-pyridin-4-yl)-methyl-amino]-propanol), SC=1NC2=C(N1)C=CC=C2 (2-mercapto-benzimidazole). Solvent: CC(C)O (2-propanol). Reaction conditions: temperature 4 celsius. The product is N1C(=NC2=C1C=CC=C2)SCC2=NC=CC(=C2Cl)N(CCCO)C (3-{[2-(1H-benzimidazol-2-ylsulfanylmethyl)-3-chloro-pyridin-4-yl]-methyl-amino}-propanol). Reaction SMILES: [Cl:1][C:2]1[C:3]([CH2:14]Cl)=[N:4][CH:5]=[CH:6][C:7]=1[N:8]([CH3:13])[CH2:9][CH2:10][CH2:11][OH:12].[SH:16][C:17]1[NH:18][C:19]2[CH:25]=[CH:24][CH:23]=[CH:22][C:20]=2[N:21]=1>CC(O)C>[NH:18]1[C:19]2[CH:25]=[CH:24][CH:23]=[CH:22][C:20]=2[N:21]=[C:17]1[S:16][CH2:14][C:3]1[C:2]([Cl:1])=[C:7]([N:8]([CH3:13])[CH2:9][CH2:10][CH2:11][OH:12])[CH:6]=[CH:5][N:4]=1. Procedure: A solution of 3-[(3-chloro-2-chloromethyl-pyridin-4-yl)-methyl-amino]-propanol isolated in step a) (5.3 g) and 2-mercapto-benzimidazole (2.2 g, 14.6 mmol) in 2-propanol (150 ml) is boiled under reflux for 2 h. After cooling to 4° C. the precipitate is filtered, washed with 2-propanol and dried in vacua. The residue is dissolved in water, adjusted to pH 8 with aqueous sodium bicarbonate solution and extracted with ethyl acetate. The combined organic extracts are washed with water, dried over magn...